describe an organic reaction: reactants, conditions, products, and yield From a dataset of the Open Reaction Database (ORD), a public repository of structured organic reaction records. Reactants: CC=1C=C2C=C(NC2=CC1)C1=CC=CC=C1 (5-methyl-2-phenyl-1H-indole), C(#N)[BH3-].[Na+] (sodium cyanoborohydride), [OH-].[Na+] (sodium hydroxide). Run in C(C)(=O)O (acetic acid). Conditions: time 4 hour. The product is CC=1C=C2CC(NC2=CC1)C1=CC=CC=C1 (5-methyl-2-phenylindoline). The yield is 72.2%. Reaction SMILES: [CH3:1][C:2]1[CH:3]=[C:4]2[C:8](=[CH:9][CH:10]=1)[NH:7][C:6]([C:11]1[CH:16]=[CH:15][CH:14]=[CH:13][CH:12]=1)=[CH:5]2.C([BH3-])#N.[Na+].[OH-].[Na+]>C(O)(=O)C>[CH3:1][C:2]1[CH:3]=[C:4]2[C:8](=[CH:9][CH:10]=1)[NH:7][CH:6]([C:11]1[CH:16]=[CH:15][CH:14]=[CH:13][CH:12]=1)[CH2:5]2 |f:1.2,3.4|. Procedure: To a stirred solution of 5-methyl-2-phenyl-1H-indole (0.96 g, 0.00463 mol) in acetic acid (28.8 mL) was added sodium cyanoborohydride (0.873 g, 0.0139 mol) at RT and the resulting reaction mixture was stirred for 4 h. After completion of reaction (monitored by TLC), the reaction mixture was basified with sodium hydroxide solution and extracted with EtOAc (3×150 mL). The organic layer was dried over anhydrous sodium sulfate and concentrated under reduced pressure. The crude product was purified b... The reactants are CCOC(C)=O, CC#N, COc1cccc(C)c1C, CCCCCC, [Cu+2], [K], O, O, O, O, O, O, O=S1(=O)OOOOS(=O)(=O)O1, O=S(=O)([O-])[O-]. Yields the product COc1cccc(C)c1C=O. RXN SMILES: [C:29]([O:30][CH2:32][CH3:33])(=[O:31])[CH3:34].[C:36](#[N:37])[CH3:38].[CH3:13][c:14]1[c:15]([O:21][CH3:22])[cH:16][cH:17][cH:18][c:19]1[CH3:20].[CH3:23][CH2:24][CH2:25][CH2:26][CH2:27][CH3:28].[Cu+2:49].[K:12].[OH2:35].[OH2:39].[OH2:40].[OH2:41].[OH2:42].[OH2:43].[S:1]1(=[O:10])(=[O:11])[O:2][S:3](=[O:4])(=[O:5])[O:6][O:7][O:8][O:9]1.[S:44]([O-:45])([O-:46])(=[O:47])=[O:48]>>[CH:13]([c:14]1[c:15]([O:21][CH3:22])[cH:16][cH:17][cH:18][c:19]1[CH3:20])=[O:31].